This data is from the Open Reaction Database (ORD), a public repository of structured organic reaction records. The task is: describe an organic reaction: reactants, conditions, products, and yield Reactants: C1N2CN3CN1CN(C2)C3, CCOP(=O)(OCC)c1ccc(C)cc1, CC(=O)O. Product: CCOP(=O)(OCC)c1ccc(C=O)cc1. As a reaction SMILES: [CH2:16]1[N:17]2[CH2:18][N:19]3[CH2:20][N:21]([CH2:22]2)[CH2:23][N:24]1[CH2:25]3.[CH3:1][c:2]1[cH:3][cH:4][c:5]([P:8]([O:9][CH2:10][CH3:11])(=[O:12])[O:13][CH2:14][CH3:15])[cH:6][cH:7]1.[CH3:26][C:27]([OH:28])=[O:29]>>[CH:1]([c:2]1[cH:3][cH:4][c:5]([P:8]([O:9][CH2:10][CH3:11])(=[O:12])[O:13][CH2:14][CH3:15])[cH:6][cH:7]1)=[O:28]. Reactants: C#C[Sn](CCCC)(CCCC)CCCC, CCOC(=O)c1ncsc1I, CCOC(C)=O, CN1CCCC1=O, [Cl-], [Cl-], O=C(C=Cc1ccccc1)C=Cc1ccccc1, O=C(C=Cc1ccccc1)C=Cc1ccccc1, O=C(C=Cc1ccccc1)C=Cc1ccccc1, [Pd], [Pd], [Zn+2], c1coc(P(c2ccco2)c2ccco2)c1. Product: C#Cc1scnc1C(=O)OCC. RXN SMILES: [CH2:12]([CH2:13][CH2:25][CH3:26])[Sn:14]([CH2:15][CH2:16][CH2:17][CH3:18])([CH2:19][CH2:20][CH2:21][CH3:22])[C:23]#[CH:24].[CH2:1]([CH3:2])[O:3][C:4](=[O:5])[c:6]1[n:7][cH:8][s:9][c:10]1[I:11].[CH3:43][CH2:44][O:45][C:46](=[O:47])[CH3:48].[CH3:49][N:50]1[CH2:51][CH2:52][CH2:53][C:54]1=[O:55].[Cl-:112].[Cl-:114].[O:58]=[C:59]([CH:60]=[CH:61][c:62]1[cH:63][cH:64][cH:65][cH:66][cH:67]1)[CH:68]=[CH:69][c:70]1[cH:71][cH:72][cH:73][cH:74][cH:75]1.[O:76]=[C:77]([CH:78]=[CH:79][c:80]1[cH:81][cH:82][cH:83][cH:84][cH:85]1)[CH:86]=[CH:87][c:88]1[cH:89][cH:90][cH:91][cH:92][cH:93]1.[O:94]=[C:95]([CH:96]=[CH:97][c:98]1[cH:99][cH:100][cH:101][cH:102][cH:103]1)[CH:104]=[CH:105][c:106]1[cH:107][cH:108][cH:109][cH:110][cH:111]1.[Pd:56].[Pd:57].[Zn+2:113].[o:27]1[cH:28][cH:29][cH:30][c:31]1[P:32]([c:33]1[o:34][cH:35][cH:36][cH:37]1)[c:38]1[o:39][cH:40][cH:41][cH:42]1>>[CH2:1]([CH3:2])[O:3][C:4](=[O:5])[c:6]1[n:7][cH:8][s:9][c:10]1[C:12]#[CH:13]. Reactants: C1(=CC=CC=C1)[C@@H]1NCCC2=CC=CC=C12 ((S)-1-phenyl-1,2,3,4-tetrahydroisoquinoline), C(O)(O)=O.C(C1=CC=CC=C1)Cl (benzyl chloride carbonate), C1(=CC=CC=C1)C (toluene), C([O-])([O-])=O.[K+].[K+] (potassium carbonate). The solvent is O (water). Reaction conditions: temperature 20 celsius, time 4 hour. Product: C(C1=CC=CC=C1)OC(=O)N1[C@H](C2=CC=CC=C2CC1)C1=CC=CC=C1 ((S)-1-phenyl-1,2,3,4-tetrahydroisoquinoline-2-carboxylic acid benzyl ester). RXN SMILES: [C:1]1([C@H:7]2[C:16]3[C:11](=[CH:12][CH:13]=[CH:14][CH:15]=3)[CH2:10][CH2:9][NH:8]2)[CH:6]=[CH:5][CH:4]=[CH:3][CH:2]=1.[C:17](=[O:20])(O)[OH:18].[CH2:21](Cl)[C:22]1[CH:27]=[CH:26][CH:25]=[CH:24][CH:23]=1.C1(C)C=CC=CC=1.C(=O)([O-])[O-].[K+].[K+]>O>[CH2:21]([O:18][C:17]([N:8]1[CH2:9][CH2:10][C:11]2[C:16](=[CH:15][CH:14]=[CH:13][CH:12]=2)[C@@H:7]1[C:1]1[CH:2]=[CH:3][CH:4]=[CH:5][CH:6]=1)=[O:20])[C:22]1[CH:27]=[CH:26][CH:25]=[CH:24][CH:23]=1 |f:1.2,4.5.6|. Reported procedure: A 25.0 g portion of (S)-1-phenyl-1,2,3,4-tetrahydroisoquinoline and 24.5 g of benzyl chloride carbonate were added to a mixture of 125 ml of toluene, 19.8 g of potassium carbonate and 75 ml of water and stirred at 20° C. for 4 hours, and the organic layer was washed with 75 ml of water. The thus obtained organic layer was concentrated under a reduced pressure, purified by a silica gel column chromatography and then dried to obtain 38.0 g of (S)-1-phenyl-1,2,3,4-tetrahydroisoquinoline-2-carboxyli... Reactants: BrCCOc1ccccc1, O=C1NCc2ccccc21, O=C([O-])[O-], CC(C)=O, CCCCCC, CCOC(C)=O, [Cs+], [Cs+], C1COCCOCCOCCOCCOCCO1. Product: O=C1c2ccccc2CN1CCOc1ccccc1. Reaction SMILES: [Br:11][CH2:12][CH2:13][O:14][c:15]1[cH:16][cH:17][cH:18][cH:19][cH:20]1.[C:1]1(=[O:10])[NH:2][CH2:3][c:4]2[cH:5][cH:6][cH:7][cH:8][c:9]21.[C:21](=[O:22])([O-:23])[O-:24].[CH3:45][C:46](=[O:47])[CH3:48].[CH3:49][CH2:50][CH2:51][CH2:52][CH2:53][CH3:54].[CH3:55][CH2:56][O:57][C:58](=[O:59])[CH3:60].[Cs+:25].[Cs+:26].[O:27]1[CH2:28][CH2:29][O:30][CH2:31][CH2:32][O:33][CH2:34][CH2:35][O:36][CH2:37][CH2:38][O:39][CH2:40][CH2:41][O:42][CH2:43][CH2:44]1>>[C:1]1(=[O:10])[N:2]([CH2:12][CH2:13][O:14][c:15]2[cH:16][cH:17][cH:18][cH:19][cH:20]2)[CH2:3][c:4]2[cH:5][cH:6][cH:7][cH:8][c:9]21. Starting materials: Cc1ccc(N)cc1Br, O=C([O-])[O-], COC(=O)c1ccc(B(O)O)cc1, COCCOC, [Cs+], [Cs+], c1ccc(P(c2ccccc2)(c2ccccc2)[Pd](P(c2ccccc2)(c2ccccc2)c2ccccc2)(P(c2ccccc2)(c2ccccc2)c2ccccc2)P(c2ccccc2)(c2ccccc2)c2ccccc2)cc1. Yields the product COC(=O)c1ccc(-c2cc(N)ccc2C)cc1. As a reaction SMILES: [Br:1][c:2]1[cH:3][c:4]([NH2:5])[cH:6][cH:7][c:8]1[CH3:9].[C:23](=[O:24])([O-:25])[O-:26].[CH3:10][O:11][C:12](=[O:13])[c:14]1[cH:15][cH:16][c:17]([B:20]([OH:21])[OH:22])[cH:18][cH:19]1.[CH3:29][O:30][CH2:31][CH2:32][O:33][CH3:34].[Cs+:27].[Cs+:28].[cH:35]1[cH:36][cH:37][c:38]([P:39]([Pd:40]([P:41]([c:42]2[cH:43][cH:44][cH:45][cH:46][cH:47]2)([c:48]2[cH:49][cH:50][cH:51][cH:52][cH:53]2)[c:54]2[cH:55][cH:56][cH:57][cH:58][cH:59]2)([P:60]([c:61]2[cH:62][cH:63][cH:64][cH:65][cH:66]2)([c:67]2[cH:68][cH:69][cH:70][cH:71][cH:72]2)[c:73]2[cH:74][cH:75][cH:76][cH:77][cH:78]2)[P:79]([c:80]2[cH:81][cH:82][cH:83][cH:84][cH:85]2)([c:86]2[cH:87][cH:88][cH:89][cH:90][cH:91]2)[c:92]2[cH:93][cH:94][cH:95][cH:96][cH:97]2)([c:98]2[cH:99][cH:100][cH:101][cH:102][cH:103]2)[c:104]2[cH:105][cH:106][cH:107][cH:108][cH:109]2)[cH:110][cH:111]1>>[c:2]1(-[c:17]2[cH:16][cH:15][c:14]([C:12]([O:11][CH3:10])=[O:13])[cH:19][cH:18]2)[cH:3][c:4]([NH2:5])[cH:6][cH:7][c:8]1[CH3:9].